Task: describe an organic reaction: reactants, conditions, products, and yield. Dataset: the Open Reaction Database (ORD), a public repository of structured organic reaction records Starting materials: COc1cc2nccc(Oc3cc(C)c(N)cc3C)c2cc1OC, ClC(Cl)Cl, O=C=Nc1ccc(F)cc1F. Yields the product COc1cc2nccc(Oc3cc(C)c(NC(=O)Nc4ccc(F)cc4F)cc3C)c2cc1OC. Reaction SMILES: [CH3:1][O:2][c:3]1[cH:4][c:5]2[c:6]([O:15][c:16]3[cH:17][c:18]([CH3:24])[c:19]([NH2:20])[cH:21][c:22]3[CH3:23])[cH:7][cH:8][n:9][c:10]2[cH:11][c:12]1[O:13][CH3:14].[CH:36]([Cl:37])([Cl:38])[Cl:39].[F:25][c:26]1[c:27]([N:33]=[C:34]=[O:35])[cH:28][cH:29][c:30]([F:32])[cH:31]1>>[CH3:1][O:2][c:3]1[cH:4][c:5]2[c:6]([O:15][c:16]3[cH:17][c:18]([CH3:24])[c:19]([NH:20][C:34]([NH:33][c:27]4[c:26]([F:25])[cH:31][c:30]([F:32])[cH:29][cH:28]4)=[O:35])[cH:21][c:22]3[CH3:23])[cH:7][cH:8][n:9][c:10]2[cH:11][c:12]1[O:13][CH3:14].